This data is from the Open Reaction Database (ORD), a public repository of structured organic reaction records. The task is: describe an organic reaction: reactants, conditions, products, and yield Reactants: COC(=O)c1cccc(C2(C)CCN(C(=O)OCC[Si](C)(C)C)CC2C)c1, Cl, [Li+], C1CCOC1, [OH-], O, O. Product: CC1CN(C(=O)OCC[Si](C)(C)C)CCC1(C)c1cccc(C(=O)O)c1. As a reaction SMILES: [CH3:4][O:5][C:6](=[O:7])[c:8]1[cH:9][c:10]([C:14]2([CH3:30])[CH:15]([CH3:29])[CH2:16][N:17]([C:20](=[O:21])[O:22][CH2:23][CH2:24][Si:25]([CH3:26])([CH3:27])[CH3:28])[CH2:18][CH2:19]2)[cH:11][cH:12][cH:13]1.[ClH:31].[Li+:3].[O:33]1[CH2:34][CH2:35][CH2:36][CH2:37]1.[OH-:2].[OH2:1].[OH2:32]>>[O:5]=[C:6]([OH:7])[c:8]1[cH:9][c:10]([C:14]2([CH3:30])[CH:15]([CH3:29])[CH2:16][N:17]([C:20](=[O:21])[O:22][CH2:23][CH2:24][Si:25]([CH3:26])([CH3:27])[CH3:28])[CH2:18][CH2:19]2)[cH:11][cH:12][cH:13]1. Reactants: O=C(Nc1cc([N+](=O)[O-])ccc1Br)c1ccccc1, O=C(c1ccccc1)N1CCNCC1, CN1CCCC1=O. As a reaction SMILES: [Br:1][c:2]1[c:3]([NH:11][C:12]([c:13]2[cH:14][cH:15][cH:16][cH:17][cH:18]2)=[O:19])[cH:4][c:5]([N+:8](=[O:9])[O-:10])[cH:6][cH:7]1.[C:20]([c:21]1[cH:22][cH:23][cH:24][cH:25][cH:26]1)(=[O:27])[N:28]1[CH2:29][CH2:30][NH:31][CH2:32][CH2:33]1.[CH3:34][N:35]1[CH2:36][CH2:37][CH2:38][C:39]1=[O:40]>>[c:2]1([N:31]2[CH2:30][CH2:29][N:28]([C:20]([c:21]3[cH:22][cH:23][cH:24][cH:25][cH:26]3)=[O:27])[CH2:33][CH2:32]2)[c:3]([NH:11][C:12]([c:13]2[cH:14][cH:15][cH:16][cH:17][cH:18]2)=[O:19])[cH:4][c:5]([N+:8](=[O:9])[O-:10])[cH:6][cH:7]1. Yields the product O=C(Nc1cc([N+](=O)[O-])ccc1N1CCN(C(=O)c2ccccc2)CC1)c1ccccc1. As a reaction SMILES: [CH3:23][CH2:24][OH:25].[ClH:22].[F:1][c:2]1[c:3]([C:4](=[O:5])[NH:6][c:7]2[cH:8][c:9]([N+:14]([O-:15])=[O:16])[c:10]([F:13])[cH:11][cH:12]2)[cH:17][cH:18][c:19]([F:21])[cH:20]1>>[F:1][c:2]1[c:3]([C:4](=[O:5])[NH:6][c:7]2[cH:8][c:9]([NH2:14])[c:10]([F:13])[cH:11][cH:12]2)[cH:17][cH:18][c:19]([F:21])[cH:20]1. The product is Nc1cc(NC(=O)c2ccc(F)cc2F)ccc1F. Reactants: CCO, Cl, O=C(Nc1ccc(F)c([N+](=O)[O-])c1)c1ccc(F)cc1F.